Dataset: the Open Reaction Database (ORD), a public repository of structured organic reaction records. Task: describe an organic reaction: reactants, conditions, products, and yield Reactants: F[B-](F)(F)F, Cl, O=N[O-], [Na+], [Na+], O, Nc1cccc2[nH]ncc12. Product: F[B-](F)(F)F, N#[N+]c1cccc2[nH]ncc12. Reaction SMILES: [B-:15]([F:16])([F:17])([F:18])[F:19].[ClH:22].[N:1]([O-:2])=[O:3].[Na+:20].[Na+:4].[OH2:21].[nH:5]1[n:6][cH:7][c:8]2[c:9]([NH2:14])[cH:10][cH:11][cH:12][c:13]12>>[B-:15]([F:16])([F:17])([F:18])[F:19].[N:1]#[N+:14][c:9]1[c:8]2[cH:7][n:6][nH:5][c:13]2[cH:12][cH:11][cH:10]1.